From a dataset of the Open Reaction Database (ORD), a public repository of structured organic reaction records. describe an organic reaction: reactants, conditions, products, and yield As a reaction SMILES: [OH:1][C:2]1[CH:11]=[C:10]2[C:5]([CH2:6][CH:7]([C:12]([OH:14])=[O:13])[NH:8][CH2:9]2)=[CH:4][CH:3]=1.S(Cl)(Cl)=O.[CH3:19]O>>[OH:1][C:2]1[CH:11]=[C:10]2[C:5]([CH:6]=[C:7]([C:12]([O:14][CH3:19])=[O:13])[N:8]=[CH:9]2)=[CH:4][CH:3]=1. Product: OC1=CC=C2C=C(N=CC2=C1)C(=O)OC (methyl 7-hydroxy-3-isoquinolinecarboxylate). The yield is 46.0%. Procedure: To a solution of 4.36 g (22.6 mmol) of 7-hydroxy-1,2,3,4-tetrahydro-3-isoquinolinecarboxylic acid in 100 mL of MeOH was added 4.95 mL (67.7 mmol) of thionyl chloride and the solution was refluxed for 1 hr. After evaporation of the solvent, the residue was stirred vigorously in a mixture of 200 mL of EtOAc, 500 mL of H2O and 100 mL of saturated Na2CO3 (aq) until all solids dissolved. The aqueous layer was then saturated with sodium chloride and extracted twice with EtOAc. The combined organics we... Starting materials: OC1=CC=C2CC(NCC2=C1)C(=O)O (7-hydroxy-1,2,3,4-tetrahydro-3-isoquinolinecarboxylic acid), S(=O)(Cl)Cl (thionyl chloride), CO (MeOH).